This data is from the Open Reaction Database (ORD), a public repository of structured organic reaction records. The task is: describe an organic reaction: reactants, conditions, products, and yield Starting materials: NCCCCO (4-amino-1-butanol), O.ON1N=NC2=C1C=CC=C2 (1-hydroxybenzotriazole hydrate), C(C)(C)N=C=NC(C)C (1,3-diisopropylcarbodiimide), C(=O)(OCC1=CC=CC=C1)NC1(CCCC1)C(=O)O (1-carbobenzoxyamino-1-cyclopentane carboxylic acid). Solvent: CN(C=O)C (dimethylformamide). Conditions: time 3 hour. Product: OCCCCNC(=O)C1(CCCC1)NC(=O)OCC1=CC=CC=C1 (1-carbobenzoxyamino-1-cyclopentane carboxylic acid, 4-hydroxybutylamide). Yield: 100.2%. Reaction SMILES: [C:1]([NH:11][C:12]1([C:17]([OH:19])=O)[CH2:16][CH2:15][CH2:14][CH2:13]1)([O:3][CH2:4][C:5]1[CH:10]=[CH:9][CH:8]=[CH:7][CH:6]=1)=[O:2].O.ON1C2C=CC=CC=2N=N1.C(N=C=NC(C)C)(C)C.[NH2:40][CH2:41][CH2:42][CH2:43][CH2:44][OH:45]>CN(C)C=O>[OH:45][CH2:44][CH2:43][CH2:42][CH2:41][NH:40][C:17]([C:12]1([NH:11][C:1]([O:3][CH2:4][C:5]2[CH:6]=[CH:7][CH:8]=[CH:9][CH:10]=2)=[O:2])[CH2:13][CH2:14][CH2:15][CH2:16]1)=[O:19] |f:1.2|. Procedure details: To a stirred suspension of 12.9 g (0.010 mole) of 1-amino-1-cyclopentane carboxylic acid in 500 ml of methylene chloride is added 25 ml (0.10 mole) of N,O-bis(trimethylsilyl)acetamide. The mixture is stoppered and stirred at room temperature for 3 days, whereupon complete solution is obtained. 17 g (0.10 mole) of benzylchloroformate is added and the mixture stirred for an additional 1 hour. It is then washed with 300 ml each 2N HCl, water and saturated brine and dried over sodium sulfate. Filtra... Reactants: COC=1C=C(C=CC1OC)C(=O)C1=CC(=CC(=C1)OC)OC ((3,4-Dimethoxyphenyl)-(3,5-dimethoxyphenyl)methanone), COC(CP(=O)(OCC)OCC)=O ((diethoxyphosphoryl)acetic acid methyl ester), C[Si](C)(C)[N-][Si](C)(C)C.[Li+] (lithium bis(trimethylsilyl)amide), COC=1C=C(C=C(C1)OC)C(=CC#N)C1=CC(=CC=C1)OC (3-(3,5-dimethoxy-phenyl)-3-(3-methoxy-phenyl)-acrylonitrile). Product: C(C)OC(C=C(C1=CC(=CC(=C1)OC)OC)C1=CC(=C(C=C1)OC)OC)=O (3-(3,4-dimethoxy-phenyl)-3-(3,5-dimethoxy-phenyl)-acrylic acid ethyl ester). The yield is 42.9%. As a reaction SMILES: [CH3:1][O:2][C:3]1[CH:4]=[C:5]([C:11]([C:13]2[CH:18]=[C:17]([O:19][CH3:20])[CH:16]=[C:15]([O:21][CH3:22])[CH:14]=2)=O)[CH:6]=[CH:7][C:8]=1[O:9][CH3:10].[CH3:23][O:24][C:25](=[O:35])[CH2:26]P(OCC)(OCC)=O.[CH3:36][Si]([N-][Si](C)(C)C)(C)C.[Li+].COC1C=C(C(C2C=CC=C(OC)C=2)=CC#N)C=C(OC)C=1>>[CH2:23]([O:24][C:25](=[O:35])[CH:26]=[C:11]([C:5]1[CH:6]=[CH:7][C:8]([O:9][CH3:10])=[C:3]([O:2][CH3:1])[CH:4]=1)[C:13]1[CH:18]=[C:17]([O:19][CH3:20])[CH:16]=[C:15]([O:21][CH3:22])[CH:14]=1)[CH3:36] |f:2.3|. Procedure details: (3,4-Dimethoxyphenyl)-(3,5-dimethoxyphenyl)methanone (1.50 g, 4.95 mmol), (diethoxyphosphoryl)acetic acid methyl ester (2.29 g, 9.90 mmol), and lithium bis(trimethylsilyl)amide (1.0 M solution in THF, 9.90 ml, 9.90 mmol) were treated in the same manner as described above for the synthesis of 3-(3,5-dimethoxy-phenyl)-3-(3-methoxy-phenyl)-acrylonitrile. The crude yellowish oil was purified via preparative HPLC to give 3-(3,4-dimethoxy-phenyl)-3-(3,5-dimethoxy-phenyl)-acrylic acid ethyl ester as a ... Starting materials: Cc1ccc(C)n1C(C)CBr, Cc1cc(C)nc(-n2c(C)ccc2C)c1. The product is Cc1cc(CCC(C)n2c(C)ccc2C)nc(-n2c(C)ccc2C)c1. As a reaction SMILES: [Br:16][CH2:17][CH:18]([CH3:19])[n:20]1[c:21]([CH3:26])[cH:22][cH:23][c:24]1[CH3:25].[CH3:1][c:2]1[cH:3][c:4](-[n:9]2[c:10]([CH3:15])[cH:11][cH:12][c:13]2[CH3:14])[n:5][c:6]([CH3:8])[cH:7]1>>[CH3:1][c:2]1[cH:3][c:4](-[n:9]2[c:10]([CH3:15])[cH:11][cH:12][c:13]2[CH3:14])[n:5][c:6]([CH2:8][CH2:17][CH:18]([CH3:19])[n:20]2[c:21]([CH3:26])[cH:22][cH:23][c:24]2[CH3:25])[cH:7]1. The reactants are O=C1CN(CC12CCCC2)C(=O)OC(C)(C)C (tert-butyl 4-oxo-2-azaspiro[4.4]nonane-2-carboxylate), Ti(Oi-Pr)4, N (ammonia), [BH4-].[Na+] (NaBH4). Reaction conditions: time 8 hour. Yields the product NC1CN(CC12CCCC2)C(=O)OC(C)(C)C (tert-butyl 4-amino-2-azaspiro[4.4]nonane-2-carboxylate). The yield is 58.0%. Reaction SMILES: O=[C:2]1[C:6]2([CH2:10][CH2:9][CH2:8][CH2:7]2)[CH2:5][N:4]([C:11]([O:13][C:14]([CH3:17])([CH3:16])[CH3:15])=[O:12])[CH2:3]1.[BH4-].[Na+].[NH3:20]>>[NH2:20][CH:2]1[C:6]2([CH2:10][CH2:9][CH2:8][CH2:7]2)[CH2:5][N:4]([C:11]([O:13][C:14]([CH3:17])([CH3:16])[CH3:15])=[O:12])[CH2:3]1 |f:1.2|. Procedure: To a solution of tert-butyl 4-oxo-2-azaspiro[4.4]nonane-2-carboxylate (8.56 g, 35.77 mmol) in ammonia (7M in methanol, 100 mL) was added Ti(Oi-Pr)4 (22.37 g, 78.6 mmol) and the reaction mixture was stirred at rt overnight. Then NaBH4 (2.71 g, 71.54 mmol) was added portion-wise and the resulting mixture was stirred at rt for another 2 h and concentrated in vacuo. The residue was purified by silica gel column chromatography (DCM/MeOH (v/v)=10/1) to give the product as yellow oil (5 g, 58%). Reactants: C(C)O (ethanol), ClCCCCCOC1=CC(=C(C=C1)C)SCC(F)(F)F (5-chloropentyl-{4-methyl-3-(2,2,2-trifluoroethylthio)phenyl}ether), [S-]C#N.[K+] (potassium thiocyanate), [I-].[K+] (potassium iodide). The solvent is C(C)(=O)OCC (ethyl acetate), CCCCCC (n-hexane). Yields the product S(C#N)CCCCCOC1=CC(=C(C=C1)C)SCC(F)(F)F (5-thiocyanatopentyl-[4-methyl-3-(2,2,2-trifluoroethylthio)phenyl]ether). Yield: 84.4%. As a reaction SMILES: C(O)C.Cl[CH2:5][CH2:6][CH2:7][CH2:8][CH2:9][O:10][C:11]1[CH:16]=[CH:15][C:14]([CH3:17])=[C:13]([S:18][CH2:19][C:20]([F:23])([F:22])[F:21])[CH:12]=1.[S-:24][C:25]#[N:26].[K+].[I-].[K+]>C(OCC)(=O)C.CCCCCC>[S:24]([CH2:5][CH2:6][CH2:7][CH2:8][CH2:9][O:10][C:11]1[CH:16]=[CH:15][C:14]([CH3:17])=[C:13]([S:18][CH2:19][C:20]([F:23])([F:22])[F:21])[CH:12]=1)[C:25]#[N:26] |f:2.3,4.5|. Procedure details: To 100 ml of ethanol were added 2.0 g (6.1 mmol) of 5-chloropentyl-{4-methyl-3-(2,2,2-trifluoroethylthio)phenyl}ether, 4.0 g (41 mmol) of potassium thiocyanate and 0.10 g (0.61 mmol) of potassium iodide. The mixture was refluxed for 10 hours under heating and then allowed to cool to room temperature. The solvent was distilled off under reduced pressure. To the residue was added ethyl acetate to conduct extraction. The organic phase obtained was washed with water and dried over anhydrous magnesiu... The reactants are BrCCCCS(=O)(=O)C1=CC=CC=C1 ((4-bromobutane-1-sulfonyl)benzene), FC(C1CCNCC1)(F)F (4-trifluoromethylpiperidine). Yields the product C1(=CC=CC=C1)S(=O)(=O)CCCCN1CCC(CC1)C(F)(F)F (1-(4-Benzenesulfonylbutyl)-4-trifluoromethylpiperidine). Reaction SMILES: Br[CH2:2][CH2:3][CH2:4][CH2:5][S:6]([C:9]1[CH:14]=[CH:13][CH:12]=[CH:11][CH:10]=1)(=[O:8])=[O:7].[F:15][C:16]([F:24])([F:23])[CH:17]1[CH2:22][CH2:21][NH:20][CH2:19][CH2:18]1>>[C:9]1([S:6]([CH2:5][CH2:4][CH2:3][CH2:2][N:20]2[CH2:21][CH2:22][CH:17]([C:16]([F:24])([F:23])[F:15])[CH2:18][CH2:19]2)(=[O:8])=[O:7])[CH:14]=[CH:13][CH:12]=[CH:11][CH:10]=1. Procedure: Prepared from (4-bromobutane-1-sulfonyl)benzene and 4-trifluoromethylpiperidine by the method in Example 1. Solvent: CCOC(=O)C (EtOAc). The reactants are ClS(=O)(=O)O (Chlorosulfonic acid), ClC=1C=C2C=C(C(OC2=C(C1)C1=CC=CC=C1)C(F)(F)F)C(=O)O (6-chloro-8-phenyl-2-(trifluoromethyl)-2H-chromene-3-carboxylic acid), 6,271,253 B1, [OH-].[NH4+] (ammonium hydroxide). Product: NS(=O)(=O)C1=CC=C(C=C1)C=1C=C(C=C2C=C(C(OC12)C(F)(F)F)C(=O)O)Cl (8-[4-(aminosulfonyl)phenyl]-6-chloro-2-(trifluoromethyl)-2H-chromene-3-carboxylic acid). Conditions: time 1 hour. Reported procedure: Chlorosulfonic acid (5 mL) was cooled to −20° C. and 6-chloro-8-phenyl-2-(trifluoromethyl)-2H-chromene-3-carboxylic acid prepared as in U.S. Pat. No. 6,271,253 B1 Example 129, Step 2 (61.7 mg, 0.174 mmole) was added as a solid. The bright orange mixture was then added dropwise to a cold ammonium hydroxide solution, EtOAc was added and the mixture was stirred for 1 h. The EtOAc layer was separated, washed with H2O, aqueous NH4Cl, dried over Na2SO4, concentrated in vacuo and triturated with hexane... RXN SMILES: Cl[S:2]([OH:5])(=O)=[O:3].[Cl:6][C:7]1[CH:8]=[C:9]2[C:14](=[C:15]([C:17]3[CH:22]=[CH:21][CH:20]=[CH:19][CH:18]=3)[CH:16]=1)[O:13][CH:12]([C:23]([F:26])([F:25])[F:24])[C:11]([C:27]([OH:29])=[O:28])=[CH:10]2.[OH-].[NH4+:31]>CCOC(C)=O>[NH2:31][S:2]([C:20]1[CH:21]=[CH:22][C:17]([C:15]2[CH:16]=[C:7]([Cl:6])[CH:8]=[C:9]3[C:14]=2[O:13][CH:12]([C:23]([F:26])([F:24])[F:25])[C:11]([C:27]([OH:29])=[O:28])=[CH:10]3)=[CH:18][CH:19]=1)(=[O:5])=[O:3] |f:2.3|. Starting materials: CC(C)(C)c1nc(C2CCC2)cc(N2CCN(CCCO)CC2)n1, CCCCC, CSc1nccc(Cl)n1, [H-], [Na+], C1COCCO1. The product is CSc1nccc(OCCCN2CCN(c3cc(C4CCC4)nc(C(C)(C)C)n3)CC2)n1. Reaction SMILES: [C:3]([CH3:4])([CH3:5])([CH3:6])[c:7]1[n:8][c:9]([CH:23]2[CH2:24][CH2:25][CH2:26]2)[cH:10][c:11]([N:13]2[CH2:14][CH2:15][N:16]([CH2:19][CH2:20][CH2:21][OH:22])[CH2:17][CH2:18]2)[n:12]1.[CH3:36][CH2:37][CH2:38][CH2:39][CH3:40].[Cl:27][c:28]1[n:29][c:30]([S:34][CH3:35])[n:31][cH:32][cH:33]1.[H-:1].[Na+:2].[O:41]1[CH2:42][CH2:43][O:44][CH2:45][CH2:46]1>>[C:3]([CH3:4])([CH3:5])([CH3:6])[c:7]1[n:8][c:9]([CH:23]2[CH2:24][CH2:25][CH2:26]2)[cH:10][c:11]([N:13]2[CH2:14][CH2:15][N:16]([CH2:19][CH2:20][CH2:21][O:22][c:28]3[n:29][c:30]([S:34][CH3:35])[n:31][cH:32][cH:33]3)[CH2:17][CH2:18]2)[n:12]1. Reactants: ClC1=CC=C2CCCC(C2=C1)=O (7-chloro-1-tetralone), N1=CC=CC=C1 (pyridine), Cl.CON (methoxyamine hydrochloride). Solvent: CO (methanol). Conditions: temperature 24 celsius, time 16 hour. The product is CON=C1CCCC2=CC=C(C=C12)Cl (7-chloro-3,4-dihydro-2H-naphthalen-1-one-O-methyl-oxime). The yield is 100.0%. Reaction SMILES: [Cl:1][C:2]1[CH:11]=[C:10]2[C:5]([CH2:6][CH2:7][CH2:8][C:9]2=O)=[CH:4][CH:3]=1.N1C=CC=CC=1.Cl.[CH3:20][O:21][NH2:22]>CO>[CH3:20][O:21][N:22]=[C:9]1[C:10]2[C:5](=[CH:4][CH:3]=[C:2]([Cl:1])[CH:11]=2)[CH2:6][CH2:7][CH2:8]1 |f:2.3|. Procedure: To a stirred solution of 7-chloro-1-tetralone CAS: 26673-32-5 (5.0 g; 27.68 mmol) in methanol (55 ml) was added pyridine (2.87 ml; 34.05 mmol) followed by a portion wise addition of methoxyamine hydrochloride (2.84 g; 34.05 mmol). The reaction mixture was stirred at 24° C. for 16 h under nitrogen. Methanol was removed under reduced pressure, the residue poured in water (300 ml) and 1N hydrochloric acid was added (100 ml). The solution was extracted with dichloromethane (3×150 ml). Combined organ... Conditions: temperature 0 celsius, time 16 hour. Product: BrC1=CC(=CC(=C1)C(F)(F)F)CBr (1-Bromo-3-(bromomethyl)-5-(trifluoromethyl)benzene). Procedure: (3-Bromo-5-(trifluoromethyl)phenyl)methanol (1.6 g, 6.3 mmol) and triphenylphosphine (3.3 g, 12.6 mmol) were combined in tetrahydrofuran (30 mL) and cooled to 0° C. N-Bromosuccinimide (2.4 g, 13.2 mmol) was introduced in portions and the reaction allowed to warm to room temperature. After 16 h, the reaction mixture was diluted with ethyl acetate, washed with concentrated sodium bicarbonate (2×), brine (2×), dried over sodium sulfate, and concentrated. Column chromatography on silica gel (100% he... Starting materials: BrC=1C=C(C=C(C1)C(F)(F)F)CO ((3-Bromo-5-(trifluoromethyl)phenyl)methanol), C1(=CC=CC=C1)P(C1=CC=CC=C1)C1=CC=CC=C1 (triphenylphosphine), BrN1C(CCC1=O)=O (N-Bromosuccinimide). Run in O1CCCC1 (tetrahydrofuran), C(C)(=O)OCC (ethyl acetate). RXN SMILES: [Br:1][C:2]1[CH:3]=[C:4]([CH2:12]O)[CH:5]=[C:6]([C:8]([F:11])([F:10])[F:9])[CH:7]=1.C1(P(C2C=CC=CC=2)C2C=CC=CC=2)C=CC=CC=1.[Br:33]N1C(=O)CCC1=O>O1CCCC1.C(OCC)(=O)C>[Br:1][C:2]1[CH:7]=[C:6]([C:8]([F:11])([F:10])[F:9])[CH:5]=[C:4]([CH2:12][Br:33])[CH:3]=1.